The task is: describe an organic reaction: reactants, conditions, products, and yield. This data is from the Open Reaction Database (ORD), a public repository of structured organic reaction records. The reactants are [Na] (sodium), COC(=O)C1CN(CC1)CC1=CC=CC=C1 (1-benzyl-pyrrolidine-3-carboxylic acid methyl ester), C(=O)N (formamide), C[O-].[Na+] (sodium methoxide). Run in CO (methanol), C(C)(C)O (isopropanol), CN(C)C=O (DMF). Reaction conditions: temperature 100 celsius, time 1 hour. Product: C(C1=CC=CC=C1)N1CC(CC1)C(=O)N (1-Benzyl-pyrrolidine-3-carboxylic acid amide). Reaction SMILES: C[O:2][C:3]([CH:5]1[CH2:9][CH2:8][N:7]([CH2:10][C:11]2[CH:16]=[CH:15][CH:14]=[CH:13][CH:12]=2)[CH2:6]1)=O.C([NH2:19])=O.C[O-].[Na+].[Na]>CN(C=O)C.CO.C(O)(C)C>[CH2:10]([N:7]1[CH2:8][CH2:9][CH:5]([C:3]([NH2:19])=[O:2])[CH2:6]1)[C:11]1[CH:16]=[CH:15][CH:14]=[CH:13][CH:12]=1 |f:2.3,^1:22|. Reported procedure: To a mixture of 4.4 g of 1-benzyl-pyrrolidine-3-carboxylic acid methyl ester (M. J. Kornet et al., J. Org. Chem., 33:3637–3639(1968)) and 3 g of formamide in 10 mL of anhydrous DMF heated to 100° C. was added a solution of sodium methoxide, from 0.33 g of sodium dissolved in methanol, dropwise over 20 min. After stirring for 1 h at 100° C., the mixture was allowed to cool to rt and added to 100 mL of isopropanol. The mixture was concentrated to dryness. The resulting residue was triturated with ...